From a dataset of the Open Reaction Database (ORD), a public repository of structured organic reaction records. describe an organic reaction: reactants, conditions, products, and yield Starting materials: FC(C(=O)O)(F)F.C(C)(=O)SCC(C(=O)N1[C@H](C(=O)O)CCC1)CCCN (1-(2-Acetylthiomethyl-5-aminopentanoyl)-L-proline trifluoroacetate). Solvent: O (water), N (ammonia). Conditions: time 20 minute. Product: NCCCC(C(=O)N1[C@H](C(=O)O)CCC1)CS (1-(5-Amino-2-mercaptomethylpentanoyl)-L-proline). RXN SMILES: FC(F)(F)C(O)=O.C([S:11][CH2:12][CH:13]([CH2:24][CH2:25][CH2:26][NH2:27])[C:14]([N:16]1[CH2:23][CH2:22][CH2:21][C@H:17]1[C:18]([OH:20])=[O:19])=[O:15])(=O)C>O.N>[NH2:27][CH2:26][CH2:25][CH2:24][CH:13]([CH2:12][SH:11])[C:14]([N:16]1[CH2:23][CH2:22][CH2:21][C@H:17]1[C:18]([OH:20])=[O:19])=[O:15] |f:0.1|. Procedure details: 1-(2-Acetylthiomethyl-5-aminopentanoyl)-L-proline trifluoroacetate (1 g) is dissolved in a mixture of water (12 ml) and concentrated ammonia (12 ml) under a blanket of argon. The solution is stored 20 minutes at room temperature concentrated to 5 ml and applied to a column of Dowex 50 ion exchange resin in the hydrogen cycle. The column is washed with water and 1-(5-amino-2-mercaptomethylpentanoyl)-L-proline is eluted with a buffer of pyridine-acetic acid at pH 6.5. Reactants: C(C)(C)(C)C1=CC=CC(=N1)NC1=C(N=NC(=C1)Cl)C(=O)OC (Methyl 4-(6-tert-butylpyridin-2-ylamino)-6-chloropyridazine-3-carboxylate), CO (methanol), N (ammonia). Run at time 16 hour. Yields the product C(C)(C)(C)C1=CC=CC(=N1)NC1=C(N=NC(=C1)Cl)C(=O)N (4-(6-tert-butylpyridin-2-ylamino)-6-chloropyridazine-3-carboxamide). Yield: 92.0%. RXN SMILES: [C:1]([C:5]1[N:10]=[C:9]([NH:11][C:12]2[CH:17]=[C:16]([Cl:18])[N:15]=[N:14][C:13]=2[C:19]([O:21]C)=O)[CH:8]=[CH:7][CH:6]=1)([CH3:4])([CH3:3])[CH3:2].CO.[NH3:25]>>[C:1]([C:5]1[N:10]=[C:9]([NH:11][C:12]2[CH:17]=[C:16]([Cl:18])[N:15]=[N:14][C:13]=2[C:19]([NH2:25])=[O:21])[CH:8]=[CH:7][CH:6]=1)([CH3:2])([CH3:3])[CH3:4]. Procedure details: Methyl 4-(6-tert-butylpyridin-2-ylamino)-6-chloropyridazine-3-carboxylate (360 mg, 1.12 mmol) was suspended in 7N ammonia in methanol (12 mL, 84.0 mmol) and stirred at room temperature for 16 h. The mixture was concentrated in vacuo to give 4-(6-tert-butylpyridin-2-ylamino)-6-chloropyridazine-3-carboxamide (317 mg, 1.03 mmol, 92%) as a yellow powder. MS (EI/CI) m/z: 306.0 [M+H]. This material was used directly in the next step without further purification. The reactants are C1CCOC1, CC(C)N=C=O, [K+], [K+], Nc1c(C(=O)c2cccc(O)c2)cnn1-c1ccc(F)cc1, O=C([O-])[O-]. Product: CC(C)NC(=O)Oc1cccc(C(=O)c2cnn(-c3ccc(F)cc3)c2N)c1. RXN SMILES: [CH2:35]1[O:36][CH2:37][CH2:38][CH2:39]1.[CH:29]([CH3:30])([CH3:31])[N:32]=[C:33]=[O:34].[K+:23].[K+:24].[NH2:1][c:2]1[c:3]([C:14]([c:15]2[cH:16][c:17]([OH:21])[cH:18][cH:19][cH:20]2)=[O:22])[cH:4][n:5][n:6]1-[c:7]1[cH:8][cH:9][c:10]([F:13])[cH:11][cH:12]1.[O-:25][C:26]([O-:27])=[O:28]>>[NH2:1][c:2]1[c:3]([C:14]([c:15]2[cH:16][c:17]([O:21][C:33]([NH:32][CH:29]([CH3:30])[CH3:31])=[O:34])[cH:18][cH:19][cH:20]2)=[O:22])[cH:4][n:5][n:6]1-[c:7]1[cH:8][cH:9][c:10]([F:13])[cH:11][cH:12]1. The reactants are O (water), BrC=1N(C2=C(C=NNC2=O)N1)CC#CC (2-bromo-3-(2-butyn-1-yl)-3,5-dihydro-imidazo[4,5-d]pyridazin-4-one), C([O-])([O-])=O.[K+].[K+] (potassium carbonate), C(C)(C)(C)OC(=O)N1CCNCC1 (1-tert.-butyloxycarbonyl-piperazine). The solvent is CN(C=O)C (N,N-dimethylformamide). Reaction conditions: temperature 80 celsius, time 6 hour. Yields the product C(C)(C)(C)OC(=O)N1CCN(CC1)C=1N(C2=C(C=NNC2=O)N1)CC#CC (2-(4-tert.-butyloxycarbonyl-piperazin-1-yl)-3-(2-butyn-1-yl)-3,5-dihydro-imidazo[4,5-d]pyridazin-4-one). As a reaction SMILES: Br[C:2]1[N:3]([CH2:12][C:13]#[C:14][CH3:15])[C:4]2[C:9](=[O:10])[NH:8][N:7]=[CH:6][C:5]=2[N:11]=1.C(=O)([O-])[O-].[K+].[K+].[C:22]([O:26][C:27]([N:29]1[CH2:34][CH2:33][NH:32][CH2:31][CH2:30]1)=[O:28])([CH3:25])([CH3:24])[CH3:23].O>CN(C)C=O>[C:22]([O:26][C:27]([N:29]1[CH2:34][CH2:33][N:32]([C:2]2[N:3]([CH2:12][C:13]#[C:14][CH3:15])[C:4]3[C:9](=[O:10])[NH:8][N:7]=[CH:6][C:5]=3[N:11]=2)[CH2:31][CH2:30]1)=[O:28])([CH3:25])([CH3:23])[CH3:24] |f:1.2.3|. Procedure details: A mixture of 2.11 g of 2-bromo-3-(2-butyn-1-yl)-3,5-dihydro-imidazo[4,5-d]pyridazin-4-one, 1.64 g potassium carbonate and 1.91 g 1-tert.-butyloxycarbonyl-piperazine in 20 ml N,N-dimethylformamide is stirred for six hours at 80° C. After cooling to ambient temperature the reaction mixture is combined with water and the precipitate formed is suction filtered. The crude product is purified by chromatography over a silica gel column with methylene chloride/methanol (95:5 to 90:10). The yield is 46.0%. The product is NC(CCC(=O)O)(C)C1=CC2=CC=C(C(=C2C=C1)C(F)(F)F)O[C@@H]1CC[C@@H](CC1)C(F)(F)F (4-Amino-4-[5-trifluoromethyl-6-(cis-4-trifluoromethyl-cyclohexyloxy)-naphthalen-2-yl]-pentanoic acid). Reaction SMILES: NC(C1C=CC2C(=CC=C(O[C@H]3CC[C@H](C(F)(F)F)CC3)C=2)C=1)(C)CCC(O)=O.C(O)(C(F)(F)F)=O.[N+:37]([C:40]([C:47]1[CH:56]=[CH:55][C:54]2[C:49](=[CH:50][CH:51]=[C:52]([O:61][C@H:62]3[CH2:67][CH2:66][C@@H:65]([C:68]([F:71])([F:70])[F:69])[CH2:64][CH2:63]3)[C:53]=2[C:57]([F:60])([F:59])[F:58])[CH:48]=1)([CH3:46])[CH2:41][CH2:42][C:43]([OH:45])=[O:44])([O-])=O>>[NH2:37][C:40]([C:47]1[CH:56]=[CH:55][C:54]2[C:49](=[CH:50][CH:51]=[C:52]([O:61][C@H:62]3[CH2:63][CH2:64][C@@H:65]([C:68]([F:69])([F:70])[F:71])[CH2:66][CH2:67]3)[C:53]=2[C:57]([F:59])([F:60])[F:58])[CH:48]=1)([CH3:46])[CH2:41][CH2:42][C:43]([OH:45])=[O:44]. Reactants: NC(CCC(=O)O)(C)C1=CC2=CC=C(C=C2C=C1)O[C@@H]1CC[C@H](CC1)C(F)(F)F (4-Amino-4-[6-(trans-4-trifluoromethyl-cyclohexyloxy)-naphthalen-2-yl]-pentanoic acid), C(=O)(C(F)(F)F)O (TFA), [N+](=O)([O-])C(CCC(=O)O)(C)C1=CC2=CC=C(C(=C2C=C1)C(F)(F)F)O[C@@H]1CC[C@@H](CC1)C(F)(F)F (4-nitro-4-[5-trifluoromethyl-6-(cis-4-trifluoromethyl-cyclohexyloxy)-naphthalen-2-yl]-pentanoic acid). Procedure: 4-Amino-4-[5-trifluoromethyl-6-(cis-4-trifluoromethyl-cyclohexyloxy)-naphthalen-2-yl]-pentanoic acid was synthesized as per 4-amino-4-[6-(trans-4-trifluoromethyl-cyclohexyloxy)-naphthalen-2-yl]-pentanoic acid (Example 282) in 46% yield (as TFA salt), using 4-nitro-4-[5-trifluoromethyl-6-(cis-4-trifluoromethyl-cyclohexyloxy)-naphthalen-2-yl]-pentanoic acid as starting material. MS: m/z=500.10 [M+Na]+. 1H NMR (400 MHz, DMSO-d6) δ ppm: 12.23 (br. s., 1H), 8.52 (br. s., 3H), 8.23 (d, J=9.3 Hz, 1H), ... Product: ClC=1C=C(CN2C(C(CC2C2=C(C=CC=C2OC)OC)C)=O)C=CC1OC(F)F (1-(3-chloro-4-(difluoromethoxy)benzyl)-5-(2,6-dimethoxyphenyl)-3-methylpyrrolidin-2-one). The reactants are NC(CC(C(=O)OCC)C)C1=C(C=CC=C1OC)OC (ethyl 4-amino-4-(2,6-dimethoxyphenyl)-2-methylbutanoate), ClC=1C=C(C=O)C=CC1OC(F)F (3-chloro-4-(difluoromethoxy)benzaldehyde). As a reaction SMILES: [NH2:1][CH:2]([C:11]1[C:16]([O:17][CH3:18])=[CH:15][CH:14]=[CH:13][C:12]=1[O:19][CH3:20])[CH2:3][CH:4]([CH3:10])[C:5]([O:7]CC)=O.[Cl:21][C:22]1[CH:23]=[C:24]([CH:27]=[CH:28][C:29]=1[O:30][CH:31]([F:33])[F:32])[CH:25]=O>>[Cl:21][C:22]1[CH:23]=[C:24]([CH:27]=[CH:28][C:29]=1[O:30][CH:31]([F:32])[F:33])[CH2:25][N:1]1[CH:2]([C:11]2[C:12]([O:19][CH3:20])=[CH:13][CH:14]=[CH:15][C:16]=2[O:17][CH3:18])[CH2:3][CH:4]([CH3:10])[C:5]1=[O:7]. Procedure: Prepared according to the described general procedure 2 (GP2) by reaction of ethyl 4-amino-4-(2,6-dimethoxyphenyl)-2-methylbutanoate with commercially available 3-chloro-4-(difluoromethoxy)benzaldehyde. Subsequent purification by preparative HPLC afforded the target compound. LC-MS (conditions A): tR=0.90 min.; [M+H]+: 425.86 g/mol.